This data is from the Open Reaction Database (ORD), a public repository of structured organic reaction records. The task is: describe an organic reaction: reactants, conditions, products, and yield The reactants are C1(CCCCC1)C(N1C=NC=C1C(=O)OC)C1CCCCC1 (methyl 1-[(dicyclohexyl)methyl]-1H-imidazol-5-carboxylate), [OH-].[Na+] (sodium hydroxide), Cl (hydrochloric acid). Run in O (water). Reaction conditions: time 2 hour. Product: C1(CCCCC1)C(N1C=NC=C1C(=O)O)C1CCCCC1 (1-[(dicyclohexyl)methyl]-1H-imidazole-5-carboxylic acid). Reaction SMILES: [CH:1]1([CH:7]([CH:17]2[CH2:22][CH2:21][CH2:20][CH2:19][CH2:18]2)[N:8]2[C:12]([C:13]([O:15]C)=[O:14])=[CH:11][N:10]=[CH:9]2)[CH2:6][CH2:5][CH2:4][CH2:3][CH2:2]1.[OH-].[Na+].Cl>O>[CH:17]1([CH:7]([CH:1]2[CH2:6][CH2:5][CH2:4][CH2:3][CH2:2]2)[N:8]2[C:12]([C:13]([OH:15])=[O:14])=[CH:11][N:10]=[CH:9]2)[CH2:18][CH2:19][CH2:20][CH2:21][CH2:22]1 |f:1.2|. Procedure: A mixture of 6 parts methyl 1-[(dicyclohexyl)methyl]-1H-imidazol-5-carboxylate, 6 parts of a sodium hydroxide solution 50% and 100 parts of water is stirred for 2 hours at reflux temperature. The reaction mixture is acidified with concentrated hydrochloric acid and the product is extracted with trichloromethane. The extract is dried, filtered and evaporated. The residue is boiled for 2 hours in acetonitrile. The precipitated product is filtered off and dried, yielding 1-[(dicyclohexyl)methyl]-1H...